This data is from the Open Reaction Database (ORD), a public repository of structured organic reaction records. The task is: describe an organic reaction: reactants, conditions, products, and yield Reactants: C([O-])([O-])=O.[K+].[K+] (potassium carbonate), [I-].[Na+] (sodium iodide), BrCC1OCCC1 (2-(bromomethyl)tetrahydrofuran), O=S1(N=C2N(CC1)C=CC=C2C2=CC=C(C=C2)O)=O (4-(2,2-dioxido-3,4-dihydropyrido[2,1-c][1,2,4]thiadiazin-9-yl)phenol). The solvent is CS(=O)C (DMSO), O (water). Run at temperature 130 celsius, time 5 hour. The product is O1C(CCC1)COC1=CC=C(C=C1)C1=CC=CN2C1=NS(CC2)(=O)=O (9-[4-(tetrahydrofuran-2-ylmethoxy)phenyl]-3,4-dihydropyrido[2,1-c][1,2,4]thiadiazine 2,2-dioxide). The yield is 84.8%. RXN SMILES: C(=O)([O-])[O-].[K+].[K+].[I-].[Na+].Br[CH2:10][CH:11]1[CH2:15][CH2:14][CH2:13][O:12]1.[O:16]=[S:17]1(=[O:34])[CH2:22][CH2:21][N:20]2[CH:23]=[CH:24][CH:25]=[C:26]([C:27]3[CH:32]=[CH:31][C:30]([OH:33])=[CH:29][CH:28]=3)[C:19]2=[N:18]1>CS(C)=O.O>[O:12]1[CH2:13][CH2:14][CH2:15][CH:11]1[CH2:10][O:33][C:30]1[CH:29]=[CH:28][C:27]([C:26]2[C:19]3=[N:18][S:17](=[O:34])(=[O:16])[CH2:22][CH2:21][N:20]3[CH:23]=[CH:24][CH:25]=2)=[CH:32][CH:31]=1 |f:0.1.2,3.4|. Procedure details: A mixture of potassium carbonate (450 mg), sodium iodide (488 mg), 2-(bromomethyl)tetrahydrofuran (538 mg) and 4-(2,2-dioxido-3,4-dihydropyrido[2,1-c][1,2,4]thiadiazin-9-yl)phenol 300 mg) in DMSO (10 mL) was stirred at 130° C. for 5 hr. The mixture was poured into water and extracted with EtOAc. The organic layer was separated, washed with 1N NaOH aq. and brine, dried over anhydrous magnesium sulfate and concentrated in vacuo. The residue was washed with IPE to give the title compound (332 mg) a... Starting materials: CC(C)([O-])C.[K+] (potassium tert-butoxide), C1(=CC=CC=C1)C1(C(NCCC1)=O)C1=CC=CC=C1 (3,3-diphenylpiperidin-2-one), BrCC(=O)N(C1=CC=C(C=C1)C(F)(F)F)C1CCN(CC1)C(=O)OC(C)(C)C (tert-butyl 4-(2-bromo-N-(4-(trifluoromethyl)phenyl)acetamido)piperidine-1-carboxylate). Solvent: O1CCCC1 (tetrahydrofuran), O1CCCC1 (tetrahydrofuran), [Cl-].[Na+].O (brine). Run at time 45 minute. Yields the product O=C1N(CCCC1(C1=CC=CC=C1)C1=CC=CC=C1)CC(=O)N(C1=CC=C(C=C1)C(F)(F)F)C1CCN(CC1)C(=O)OC(C)(C)C (tert-butyl 4-(2-(2-oxo-3,3-diphenylpiperidin-1-yl)-N-(4-(trifluoromethyl)phenyl)acetamido)piperidine-1-carboxylate). As a reaction SMILES: CC(C)([O-])C.[K+].[C:7]1([C:13]2([C:20]3[CH:25]=[CH:24][CH:23]=[CH:22][CH:21]=3)[CH2:18][CH2:17][CH2:16][NH:15][C:14]2=[O:19])[CH:12]=[CH:11][CH:10]=[CH:9][CH:8]=1.Br[CH2:27][C:28]([N:30]([CH:41]1[CH2:46][CH2:45][N:44]([C:47]([O:49][C:50]([CH3:53])([CH3:52])[CH3:51])=[O:48])[CH2:43][CH2:42]1)[C:31]1[CH:36]=[CH:35][C:34]([C:37]([F:40])([F:39])[F:38])=[CH:33][CH:32]=1)=[O:29]>O1CCCC1.[Cl-].[Na+].O>[O:19]=[C:14]1[C:13]([C:7]2[CH:12]=[CH:11][CH:10]=[CH:9][CH:8]=2)([C:20]2[CH:21]=[CH:22][CH:23]=[CH:24][CH:25]=2)[CH2:18][CH2:17][CH2:16][N:15]1[CH2:27][C:28]([N:30]([CH:41]1[CH2:46][CH2:45][N:44]([C:47]([O:49][C:50]([CH3:53])([CH3:52])[CH3:51])=[O:48])[CH2:43][CH2:42]1)[C:31]1[CH:36]=[CH:35][C:34]([C:37]([F:38])([F:39])[F:40])=[CH:33][CH:32]=1)=[O:29] |f:0.1,5.6.7|. Procedure: A solution of potassium tert-butoxide (1.0 M in tetrahydrofuran, 0.70 mL, 0.70 mmol) was added dropwise via syringe to a suspension of the product of Example 68C (147 mg, 0.587 mmol) in anhydrous tetrahydrofuran (5 mL) at ambient temperature. The reaction mixture was stirred for 45 minutes, and then a solution of the product of Example 166B (273 mg, 0.587 mmol) in 3 mL tetrahydrofuran was added. The reaction was allowed to proceed for 1 hour at ambient temperature, then poured into brine. The pr... Starting materials: CCS(=O)(=O)CCCO, ClCCl, Cc1ccc(S(=O)(=O)Cl)cc1. Product: CCS(=O)(=O)CCCOS(=O)(=O)c1ccc(C)cc1. As a reaction SMILES: [CH2:1]([CH3:2])[S:3](=[O:4])(=[O:5])[CH2:6][CH2:7][CH2:8][OH:9].[Cl:21][CH2:22][Cl:23].[c:10]1([CH3:20])[cH:11][cH:12][c:13]([S:16](=[O:17])(=[O:18])[Cl:19])[cH:14][cH:15]1>>[CH2:1]([CH3:2])[S:3](=[O:4])(=[O:5])[CH2:6][CH2:7][CH2:8][O:9][S:16]([c:13]1[cH:12][cH:11][c:10]([CH3:20])[cH:15][cH:14]1)(=[O:17])=[O:18]. The reactants are O (water), FC=1C=C(C=CC1C(F)(F)F)C1=C(N=CO1)C (5-[3-fluoro-4-(trifluoromethyl)phenyl]-4-methyl-1,3-oxazole), ClC(C(Cl)(Cl)Cl)(Cl)Cl (hexachloroethane), C[Si](C)(C)[N-][Si](C)(C)C.[Li+] (lithium bis(trimethylsilyl)amide). The solvent is C(C)(=O)OCC.CCCCCC (ethyl acetate hexane), O1CCCC1 (tetrahydrofuran). Run at temperature -78 celsius, time 20 minute. The product is ClC=1OC(=C(N1)C)C1=CC(=C(C=C1)C(F)(F)F)F (2-chloro-5-[3-fluoro-4-(trifluoromethyl)phenyl]-4-methyl-1,3-oxazole). Yield: 67.7%. As a reaction SMILES: [F:1][C:2]1[CH:3]=[C:4]([C:12]2[O:16][CH:15]=[N:14][C:13]=2[CH3:17])[CH:5]=[CH:6][C:7]=1[C:8]([F:11])([F:10])[F:9].C[Si]([N-][Si](C)(C)C)(C)C.[Li+].[Cl:28]C(Cl)(Cl)C(Cl)(Cl)Cl.O>O1CCCC1.C(OCC)(=O)C.CCCCCC>[Cl:28][C:15]1[O:16][C:12]([C:4]2[CH:5]=[CH:6][C:7]([C:8]([F:9])([F:11])[F:10])=[C:2]([F:1])[CH:3]=2)=[C:13]([CH3:17])[N:14]=1 |f:1.2,6.7|. Procedure: A solution of Example 1B (1.01 g, 4.12 mmol) in tetrahydrofuran (20 mL) was cooled to −78° C., then lithium bis(trimethylsilyl)amide (1M in tetrahydrofuran, 4.6 mL, 4.6 mmol) was added slowly. The reaction was allowed to stir at −78° C. for 20 minutes, and then hexachloroethane (1.95 g, 8.23 mmol) was added all at once. The reaction was allowed to warm to room temperature, and stir overnight. After this time, the reaction mixture was poured into water and extracted with ether. The extracts were ...